Dataset: the Open Reaction Database (ORD), a public repository of structured organic reaction records. Task: describe an organic reaction: reactants, conditions, products, and yield The reactants are O=S(=O)(OCC1CC(F)(F)C1)c1ccc(Br)cc1, CCOC(=O)C(NC(C)=O)C(=O)OCC, [H-], [I-], [I-], [Na+], [Na+], CN(C)C=O. Yields the product CCOC(=O)C(CC1CC(F)(F)C1)(NC(C)=O)C(=O)OCC. RXN SMILES: [Br:1][c:2]1[cH:3][cH:4][c:5]([S:6]([O:7][CH2:12][CH:13]2[CH2:14][C:15]([F:17])([F:18])[CH2:16]2)(=[O:8])=[O:9])[cH:10][cH:11]1.[CH2:23]([CH3:24])[O:25][C:26]([CH:27]([C:28](=[O:29])[O:30][CH2:31][CH3:32])[NH:33][C:34]([CH3:35])=[O:36])=[O:37].[H-:22].[I-:19].[I-:38].[Na+:20].[Na+:21].[O:39]=[CH:40][N:41]([CH3:42])[CH3:43]>>[CH2:12]([CH:13]1[CH2:14][C:15]([F:17])([F:18])[CH2:16]1)[C:27]([C:26]([O:25][CH2:23][CH3:24])=[O:37])([C:28](=[O:29])[O:30][CH2:31][CH3:32])[NH:33][C:34]([CH3:35])=[O:36]. The reactants are ClC=1C=C(C=CC1)NC1=NC=CC=C1[N+](=O)[O-] (2-(3-chlorophenylamino)-3-nitropyridine), Cl (hydrochloric acid), C([O-])(O)=O.[Na+] (sodium bicarbonate). The reagents and catalysts are [Fe] (iron). Solvent: C(C)O (ethanol). The product is NC=1C(=NC=CC1)NC1=CC(=CC=C1)Cl (3-amino-2-(3-chlorophenylamino)pyridine). The yield is 81.1%. RXN SMILES: [Cl:1][C:2]1[CH:3]=[C:4]([NH:8][C:9]2[C:14]([N+:15]([O-])=O)=[CH:13][CH:12]=[CH:11][N:10]=2)[CH:5]=[CH:6][CH:7]=1.Cl.C(=O)(O)[O-].[Na+]>C(O)C.[Fe]>[NH2:15][C:14]1[C:9]([NH:8][C:4]2[CH:5]=[CH:6][CH:7]=[C:2]([Cl:1])[CH:3]=2)=[N:10][CH:11]=[CH:12][CH:13]=1 |f:2.3|. Procedure details: A mixture of 2-(3-chlorophenylamino)-3-nitropyridine (394 mg), hydrochloric acid (35% 1.3 ml) and iron powder (0.44 g) in ethanol (5 ml) was refluxed for 15 minutes. The mixture was poured into aqueous sodium bicarbonate solution and extracted with ethyl acetate twice. The combined organic solution was washed with aqueous sodium bicarbonate solution and brine, dried over magnesium sulfate and concentrated. The resultant solid was collected and washed with isopropyl ether to give 3-amino-2-(3-chl... Starting materials: C[O-].[Na+] (sodium methylate), C(CCCCCCCCCC)O (n-undecanol). The solvent is CO (methanol). Product: CC(CO)CCCCCCCCC (2-methyl-undecanol). As a reaction SMILES: [CH2:1]([OH:12])[CH2:2][CH2:3][CH2:4][CH2:5][CH2:6][CH2:7][CH2:8][CH2:9][CH2:10][CH3:11].[CH3:13][O-].[Na+]>CO>[CH3:13][CH:2]([CH2:3][CH2:4][CH2:5][CH2:6][CH2:7][CH2:8][CH2:9][CH2:10][CH3:11])[CH2:1][OH:12] |f:1.2|. Procedure: Another synthesis starts from n-undecanol, which is reacted with methanol in the presence of sodium methylate. 2-methyl-undecanol is formed, which is then dehydrogenated to form the aldehyde. (Chemical Abstracts Vol. 74 [1971], 12552 X.) Reactants: O=C([O-])[O-], CC(C)=O, O=[N+]([O-])c1ccc(F)cc1O, CI, [K+], [K+]. The product is COc1cc(F)ccc1[N+](=O)[O-]. Reaction SMILES: [C:14](=[O:15])([O-:16])[O-:17].[CH3:20][C:21](=[O:22])[CH3:23].[F:1][c:2]1[cH:3][cH:4][c:5]([N+:9](=[O:10])[O-:11])[c:6]([OH:8])[cH:7]1.[I:12][CH3:13].[K+:18].[K+:19]>>[F:1][c:2]1[cH:3][cH:4][c:5]([N+:9](=[O:10])[O-:11])[c:6]([O:8][CH3:14])[cH:7]1. The reactants are C=CCONC(=O)OC(C)(C)C, [H-], CI, [Na+], C1CCOC1, O. The product is C=CCON(C)C(=O)OC(C)(C)C. Reaction SMILES: [CH2:3]([CH:4]=[CH2:5])[O:6][NH:7][C:8]([O:9][C:10]([CH3:11])([CH3:12])[CH3:13])=[O:14].[H-:1].[I:15][CH3:16].[Na+:2].[O:17]1[CH2:18][CH2:19][CH2:20][CH2:21]1.[OH2:22]>>[CH2:3]([CH:4]=[CH2:5])[O:6][N:7]([C:8]([O:9][C:10]([CH3:11])([CH3:12])[CH3:13])=[O:14])[CH3:16].